From a dataset of the Open Reaction Database (ORD), a public repository of structured organic reaction records. describe an organic reaction: reactants, conditions, products, and yield Starting materials: CC1=C(N2C(S1)=NC=C2C(C)=O)C (2,3-Dimethylimidazo[2,1-b]-thiazol-5-yl ethanone), C1(=CC(=CC=C1)S(=O)(=O)N)C (3-toluensulfonamide), C(C1=CC=CC=C1)=O (benzaldehyde), C=1(C(=CC=CC1)S(=O)(=O)Cl)C (toluene sulfonyl chloride), NC=1C=C(C=O)C=CC1 (3-aminobenzaldehyde). Yields the product CC1=C(N2C(S1)=NC=C2C(C=CC=2C=C(C=CC2)C2=C(C=CC(=C2)C)S(=O)(=O)N)=O)C (3-[3-(2,3-Dimethylimidazo[2,1-b]thiazol-5-yl)-3-oxo-1-propenyl]phenyl-4-methylbenzenesulfonamide). RXN SMILES: [CH3:1][C:2]1[S:6][C:5]2=[N:7][CH:8]=[C:9]([C:10](=[O:12])[CH3:11])[N:4]2[C:3]=1[CH3:13].[C:14]1(C)[CH:19]=[CH:18][CH:17]=[C:16]([S:20]([NH2:23])(=[O:22])=[O:21])[CH:15]=1.[CH:25](=O)[C:26]1[CH:31]=[CH:30][CH:29]=[CH:28][CH:27]=1.[C:33]1(C)C(S(Cl)(=O)=O)=CC=CC=1.NC1C=C(C=CC=1)C=O>>[CH3:1][C:2]1[S:6][C:5]2=[N:7][CH:8]=[C:9]([C:10](=[O:12])[CH:11]=[CH:25][C:26]3[CH:31]=[C:30]([C:15]4[CH:14]=[C:19]([CH3:33])[CH:18]=[CH:17][C:16]=4[S:20]([NH2:23])(=[O:21])=[O:22])[CH:29]=[CH:28][CH:27]=3)[N:4]2[C:3]=1[CH3:13]. Procedure details: 1-(2,3-Dimethylimidazo[2,1-b]-thiazol-5-yl ethanone (Formula N′-1), 0.97 g, was condensed with the 3-toluensulfonamide of benzaldehyde, m.p. 126-127°, prepared from toluene sulfonyl chloride and 3-aminobenzaldehyde, according to non-critical modifications of PREPARATION 15 to provide pure (E)-N-[3-[3-(2,3-Dimethylimidazo[2,1-b]thiazol-5-yl)-3-oxo-1-propenyl]phenyl-4-methylbenzenesulfonamide, m.p. 236-237°, Formula N′-2. The reactants are O=C1CCC(=O)N1Br, O=c1[nH]ccc2ncccc12. Yields the product O=c1[nH]cc(Br)c2ncccc12. Reaction SMILES: [Br:12][N:13]1[C:14](=[O:15])[CH2:16][CH2:17][C:18]1=[O:19].[n:1]1[cH:2][cH:3][cH:4][c:5]2[c:6](=[O:11])[nH:7][cH:8][cH:9][c:10]12>>[n:1]1[cH:2][cH:3][cH:4][c:5]2[c:6](=[O:11])[nH:7][cH:8][c:9]([Br:12])[c:10]12. Starting materials: C(C1=CC=CC=C1)OC([C@H]1N(CCC1)C(CN(C1CC2=CC=CC=C2C1)C([C@@H](NC(=O)OC(C)(C)C)C)=O)=O)=O (N-t-butyloxycarbonyl-L-alanyl-N-(2-indanyl)glycyl-L-proline benzylester), O1CCOCC1.Cl (hydrogen chloride dioxane), C(C)OCC (ethyl ether). Reaction conditions: time 1 hour. The product is Cl.C(C1=CC=CC=C1)OC([C@H]1N(CCC1)C(CN(C1CC2=CC=CC=C2C1)C([C@@H](N)C)=O)=O)=O (L-alanyl-N-(2-indanyl)glycyl-L-proline benzylester hydrochloride). Isolated yield 96.0%. RXN SMILES: [CH2:1]([O:8][C:9](=[O:40])[C@@H:10]1[CH2:14][CH2:13][CH2:12][N:11]1[C:15](=[O:39])[CH2:16][N:17]([C:27](=[O:38])[C@H:28]([CH3:37])[NH:29]C(OC(C)(C)C)=O)[CH:18]1[CH2:26][C:25]2[C:20](=[CH:21][CH:22]=[CH:23][CH:24]=2)[CH2:19]1)[C:2]1[CH:7]=[CH:6][CH:5]=[CH:4][CH:3]=1.C(OCC)C.O1CCOCC1.[ClH:52]>>[ClH:52].[CH2:1]([O:8][C:9](=[O:40])[C@@H:10]1[CH2:14][CH2:13][CH2:12][N:11]1[C:15](=[O:39])[CH2:16][N:17]([C:27](=[O:38])[C@H:28]([CH3:37])[NH2:29])[CH:18]1[CH2:19][C:20]2[C:25](=[CH:24][CH:23]=[CH:22][CH:21]=2)[CH2:26]1)[C:2]1[CH:7]=[CH:6][CH:5]=[CH:4][CH:3]=1 |f:2.3,4.5|. Procedure: N-t-butyloxycarbonyl-L-alanyl-N-(2-indanyl)glycyl-L-proline benzylester (2.72 g, 4.95 m mole) was dissolved in 4N hydrogen chloride dioxane solution (50 ml) and the mixture was stirred for 1 hour at room temperature. The solvent was distilled under reduced pressure from the solution, and thereby a sticky residue was obtained. After addition of ethyl ether the solution was filtered and a crystalline residue was obtained on the filter paper, and immediately dried in a desiccator to obtain a white ... Reactants: CON=C(C(=O)O)C1=NSC(=N1)NC=O (2-methoxyimino-2-(5-formamido-1,2,4-thiadiazol-3-yl)acetic acid), [OH-].[Na+] (sodium hydroxide), [Cl-].[Na+] (sodium chloride), Cl (hydrochloric acid). The solvent is aqueous solution. The product is CON=C(C(=O)O)C1=NSC(=N1)N (2-Methoxyimino-2-(5-amino-1,2,4-thiadiazol-3-yl)acetic acid). Yield: 73.2%. RXN SMILES: [CH3:1][O:2][N:3]=[C:4]([C:8]1[N:12]=[C:11]([NH:13]C=O)[S:10][N:9]=1)[C:5]([OH:7])=[O:6].[OH-].[Na+].Cl.[Cl-].[Na+]>>[CH3:1][O:2][N:3]=[C:4]([C:8]1[N:12]=[C:11]([NH2:13])[S:10][N:9]=1)[C:5]([OH:7])=[O:6] |f:1.2,4.5|. Reported procedure: A solution of 2-methoxyimino-2-(5-formamido-1,2,4-thiadiazol-3-yl)acetic acid (syn isomer) (1.4 g) in 1 N aqueous solution of sodium hydroxide (19.1 ml) was heated at 50° to 55° C. for an hour. To the solution was added conc.hydrochloric acid (1.9 ml) under cooling in an ice-bath. The mixture was saturated with sodium chloride and extracted with ethyl acetate. The extract was dried over anhydrous magnesium sulfate and evaporated to dryness. The residue was triturated with diethyl ether to give t...